Dataset: the Open Reaction Database (ORD), a public repository of structured organic reaction records. Task: describe an organic reaction: reactants, conditions, products, and yield Reactants: ClC1=NC=CC2=C(C=CC=C12)NC(=O)NCC1=CC=C(C=C1)C(F)(F)F (N-(1-Chloroisoquinolin-5-yl)-N′-[4-(trifluoromethyl)benzyl]urea), Cl (HCl), C1CCOC1 (THF), Cl (HCl). Solvent: C(C)(=O)OCC (ethyl acetate). Run at temperature 90 celsius. Yields the product OC1=NC=CC2=C(C=CC=C12)NC(=O)NCC1=CC=C(C=C1)C(F)(F)F (N-(1-hydroxyisoquinolin-5-yl)-N′-[4-(trifluoromethyl)benzyl]urea). As a reaction SMILES: Cl[C:2]1[C:11]2[C:6](=[C:7]([NH:12][C:13]([NH:15][CH2:16][C:17]3[CH:22]=[CH:21][C:20]([C:23]([F:26])([F:25])[F:24])=[CH:19][CH:18]=3)=[O:14])[CH:8]=[CH:9][CH:10]=2)[CH:5]=[CH:4][N:3]=1.Cl.C1C[O:31]CC1>C(OCC)(=O)C>[OH:31][C:2]1[C:11]2[C:6](=[C:7]([NH:12][C:13]([NH:15][CH2:16][C:17]3[CH:22]=[CH:21][C:20]([C:23]([F:26])([F:25])[F:24])=[CH:19][CH:18]=3)=[O:14])[CH:8]=[CH:9][CH:10]=2)[CH:5]=[CH:4][N:3]=1. Reported procedure: N-(1-chloroisoquinolin-5-yl)-N′-[4-(trifluoromethyl)benzyl]urea (Example 69; 47 mg, 0.12 mmol) was added to a mixture of 3N HCl (aq. 5 ml) and THF (1 ml). The mixture was heated at 90° C. for 20 hours, then 5N HCl (aq. 2 ml) was added and the reaction heated at 90° C. for a further 20 hours. After cooling to room temperature, ethyl acetate (20 ml) was added and the layers separated (some solid was suspended in the organic layer). The organic phase was washed with saturated aqueous NaHCO3 (20 ml)... Reactants: CC(=O)Nc1ccc(C(O)=C2C(=O)N(C(C)=O)c3ccccc32)cc1[N+](=O)[O-], ClP(Cl)(Cl)(Cl)Cl, C1COCCO1. Yields the product CC(=O)Nc1ccc(C(Cl)=C2C(=O)N(C(C)=O)c3ccccc32)cc1[N+](=O)[O-]. As a reaction SMILES: [C:1]([CH3:2])(=[O:3])[N:4]1[C:5](=[O:28])[C:6](=[C:13]([c:14]2[cH:15][c:16]([N+:24](=[O:25])[O-:26])[c:17]([NH:20][C:21]([CH3:22])=[O:23])[cH:18][cH:19]2)[OH:27])[c:7]2[cH:8][cH:9][cH:10][cH:11][c:12]21.[Cl:29][P:30]([Cl:31])([Cl:32])([Cl:33])[Cl:34].[O:35]1[CH2:36][CH2:37][O:38][CH2:39][CH2:40]1>>[C:1]([CH3:2])(=[O:3])[N:4]1[C:5](=[O:28])[C:6](=[C:13]([c:14]2[cH:15][c:16]([N+:24](=[O:25])[O-:26])[c:17]([NH:20][C:21]([CH3:22])=[O:23])[cH:18][cH:19]2)[Cl:29])[c:7]2[cH:8][cH:9][cH:10][cH:11][c:12]21. The reactants are O=C(O)C1CCN(c2ccc(F)cc2)CC1, C1COCCO1, O=S(Cl)Cl. Product: O=C(Cl)C1CCN(c2ccc(F)cc2)CC1. RXN SMILES: [F:1][c:2]1[cH:3][cH:4][c:5]([N:8]2[CH2:9][CH2:10][CH:11]([C:14](=[O:15])[OH:16])[CH2:12][CH2:13]2)[cH:6][cH:7]1.[O:21]1[CH2:22][CH2:23][O:24][CH2:25][CH2:26]1.[S:17]([Cl:18])([Cl:19])=[O:20]>>[F:1][c:2]1[cH:3][cH:4][c:5]([N:8]2[CH2:9][CH2:10][CH:11]([C:14](=[O:16])[Cl:19])[CH2:12][CH2:13]2)[cH:6][cH:7]1. Starting materials: [B-](F)(F)(F)F.CN(C)C(=[N+](C)C)ON1C(=O)CCC1=O (TSTU), C(C)#N (acetonitrile), Cl (HCl), C(C)(C)(C)OC([C@H](CCC(=O)O)NC(CC[C@H](NC(CCCCCCCCCCCCCCCCC(=O)OC(C)(C)C)=O)C(=O)OC(C)(C)C)=O)=O ((S)-2-[(S)-4-tert-Butoxycarbonyl-4-(17-tert-butoxycarbonylheptadecanoylamino)butyrylamino]-pentanedioic acid 1-tert-butyl ester), C(C)#N (acetonitrile), CCN(C(C)C)C(C)C (DIPEA). Reaction conditions: time 1 hour. Product: O=C1N(C(CC1)=O)OC([C@H](CCC(=O)OC(C)(C)C)NC(CC[C@H](NC(CCCCCCCCCCCCCCCCC(=O)OC(C)(C)C)=O)C(=O)OC(C)(C)C)=O)=O ((S)-2-[(S)-4-tert-Butoxycarbonyl-4-(17-tert-butoxycarbonylheptadecanoylamino)butyrylamino]-pentanedioic acid 5-tert-butyl ester 1-(2,5-dioxopyrrolidin-1-yl)ester). RXN SMILES: C([O:5][C:6](=[O:52])[C@@H:7]([NH:13][C:14](=[O:51])[CH2:15][CH2:16][C@@H:17]([C:44]([O:46][C:47]([CH3:50])([CH3:49])[CH3:48])=[O:45])[NH:18][C:19](=[O:43])[CH2:20][CH2:21][CH2:22][CH2:23][CH2:24][CH2:25][CH2:26][CH2:27][CH2:28][CH2:29][CH2:30][CH2:31][CH2:32][CH2:33][CH2:34][CH2:35][C:36]([O:38][C:39]([CH3:42])([CH3:41])[CH3:40])=[O:37])[CH2:8][CH2:9][C:10]([OH:12])=[O:11])(C)(C)C.[B-](F)(F)(F)F.CN(C(O[N:66]1[C:71](=[O:72])[CH2:70][CH2:69][C:67]1=[O:68])=[N+](C)C)C.CCN([CH:79]([CH3:81])[CH3:80])C(C)C.Cl.[C:83](#N)C>>[O:68]=[C:67]1[CH2:69][CH2:70][C:71](=[O:72])[N:66]1[O:5][C:6](=[O:52])[C@@H:7]([NH:13][C:14](=[O:51])[CH2:15][CH2:16][C@@H:17]([C:44]([O:46][C:47]([CH3:49])([CH3:48])[CH3:50])=[O:45])[NH:18][C:19](=[O:43])[CH2:20][CH2:21][CH2:22][CH2:23][CH2:24][CH2:25][CH2:26][CH2:27][CH2:28][CH2:29][CH2:30][CH2:31][CH2:32][CH2:33][CH2:34][CH2:35][C:36]([O:38][C:39]([CH3:42])([CH3:41])[CH3:40])=[O:37])[CH2:8][CH2:9][C:10]([O:12][C:79]([CH3:81])([CH3:83])[CH3:80])=[O:11] |f:1.2|. Procedure details: (S)-2-[(S)-4-tert-Butoxycarbonyl-4-(17-tert-butoxycarbonylheptadecanoylamino)butyrylamino]-pentanedioic acid 1-tert-butyl ester (8 g, 10.79 mmol) was dissolved in acetonitrile (40 mL) and a solution of TSTU (3.89 g, 12.95 mmol) in acetonitrile (40 mL) was added. pH was adjusted to 8 by dropwise addition of DIPEA. The mixture was stirred at RT for 1 h, then acidified with HCl (2M) to pH 3 and evaporated in vacuo. This afforded an oil, which was subsequently partitioned between ethyl acetate and H... The reactants are C(C)(C)(C)OC(C(CC(C)C)NC(C1=C(C=C(C=C1)C)SSC1=C(C=CC(=C1)C)C(NC(CC(C)C)C(=O)OC(C)(C)C)=O)=O)=O (2-[2-[2-(1-tert-butoxycarbonyl-3-methyl-butylcarbamoyl)-5-methyl-phenyldisulfanyl]-4-methyl-benzoylamino]-4-methyl-pentanoic acid tert-butyl ester), FC(C(=O)O)(F)F (trifluoroacetic acid). Solvent: C1(=CC=CC=C1)OC (anisole), ClCCl (dichloromethane). Yields the product C(=O)(O)C(CC(C)C)NC(=O)S(SC1=C(C(=O)NC(C(=O)O)CC(C)C)C=CC(=C1)C)C1=CC=CC(=C1)C (2-[2-[-(1-Carboxy-3-methyl-butylcarbamoyl)-5-methylphenyldisulfanyl]-4-methylbenzoylamino]-4-methyl-pentanoic acid). Reaction SMILES: C([O:5][C:6](=[O:46])[CH:7]([NH:12][C:13](=[O:45])[C:14]1[CH:19]=[CH:18][C:17]([CH3:20])=[CH:16][C:15]=1[S:21][S:22][C:23]1[CH:28]=[C:27]([CH3:29])[CH:26]=[CH:25][C:24]=1C(=O)NC(C(OC(C)(C)C)=O)CC(C)C)[CH2:8][CH:9]([CH3:11])[CH3:10])(C)(C)C.F[C:48](F)(F)[C:49]([OH:51])=[O:50]>ClCCl.C1(OC)C=CC=CC=1>[C:49]([CH:48]([NH:12][C:13]([SH:22]([C:23]1[CH:28]=[C:27]([CH3:29])[CH:26]=[CH:25][CH:24]=1)[S:21][C:15]1[CH:16]=[C:17]([CH3:20])[CH:18]=[CH:19][C:14]=1[C:13]([NH:12][CH:7]([CH2:8][CH:9]([CH3:11])[CH3:10])[C:6]([OH:5])=[O:46])=[O:45])=[O:45])[CH2:8][CH:9]([CH3:11])[CH3:10])([OH:51])=[O:50]. Reported procedure: The general method of Preparation 20 was followed using [S-(R*,R*)]-2-[2-[2-(1-tert-butoxycarbonyl-3-methyl-butylcarbamoyl)-5-methyl-phenyldisulfanyl]-4-methyl-benzoylamino]-4-methyl-pentanoic acid tert-butyl ester (1.9 g, 2.8 mmol) in 20 mL dichloromethane, anisole (2.0 mL), and 10 mL trifluoroacetic acid. The crude product was recrystallized from methanol/water to yield 1.1 g of the title compound. Reactants: CCc1nc(I)cn1CCN, O=CCCc1ccc(F)c(F)c1. Yields the product CCc1nc(I)c2n1CCNC2CCc1ccc(F)c(F)c1. As a reaction SMILES: [CH2:1]([CH3:2])[c:3]1[n:4]([CH2:9][CH2:10][NH2:11])[cH:5][c:6]([I:8])[n:7]1.[F:12][c:13]1[cH:14][c:15]([CH2:20][CH2:21][CH:22]=[O:23])[cH:16][cH:17][c:18]1[F:19]>>[CH2:1]([CH3:2])[c:3]1[n:4]2[c:5]([c:6]([I:8])[n:7]1)[CH:22]([CH2:21][CH2:20][c:15]1[cH:14][c:13]([F:12])[c:18]([F:19])[cH:17][cH:16]1)[NH:11][CH2:10][CH2:9]2.